The task is: describe an organic reaction: reactants, conditions, products, and yield. This data is from the Open Reaction Database (ORD), a public repository of structured organic reaction records. Starting materials: FC1=CC=C(C=C1)N1N=C(C(=C1)C(=O)OCC)C(F)(F)F (ethyl 1-(4-fluorophenyl)-3-(trifluoromethyl)-1H-pyrazole-4-carboxylate), [OH-].[Na+] (NaOH). Solvent: C(C)O (ethanol), O (water). Run at time 8 hour. Yields the product FC1=CC=C(C=C1)N1N=C(C(=C1)C(=O)O)C(F)(F)F (1-(4-fluorophenyl)-3-(trifluoromethyl)-1H-pyrazole-4-carboxylic acid). Isolated yield 73.2%. RXN SMILES: [F:1][C:2]1[CH:7]=[CH:6][C:5]([N:8]2[CH:12]=[C:11]([C:13]([O:15]CC)=[O:14])[C:10]([C:18]([F:21])([F:20])[F:19])=[N:9]2)=[CH:4][CH:3]=1.[OH-].[Na+]>C(O)C.O>[F:1][C:2]1[CH:7]=[CH:6][C:5]([N:8]2[CH:12]=[C:11]([C:13]([OH:15])=[O:14])[C:10]([C:18]([F:20])([F:19])[F:21])=[N:9]2)=[CH:4][CH:3]=1 |f:1.2|. Reported procedure: To a solution of ethyl 1-(4-fluorophenyl)-3-(trifluoromethyl)-1H-pyrazole-4-carboxylate (140 mg, 0.463 mmol) in ethanol (4 mL) was added a solution of NaOH (4 mL, 4.00 mmol) in water (2 mL). The reaction mixture was stirred overnight. The next day, LCMS showed complete reaction so the reaction was concentrated in vacuo and then extracted using dilute HCl and EtOAc. Obtained 1-(4-fluorophenyl)-3-(trifluoromethyl)-1H-pyrazole-4-carboxylic acid (93 mg, 0.339 mmol, 73.2% yield) as a white powder. MS...